Dataset: the Open Reaction Database (ORD), a public repository of structured organic reaction records. Task: describe an organic reaction: reactants, conditions, products, and yield The reactants are NC=1SC(=CC1C(=O)N)C1=C(C=C(C=C1)C(C)(C)O)F (2-Amino-5-[2-fluoro-4-(1-hydroxy-1-methylethyl)phenyl]thiophene-3-carboxamide), CC(C)C1=CC(=C(C(=C1)C(C)C)C2=C(C=CC=C2)P(C3CCCCC3)C4CCCCC4)C(C)C (X-Phos), C(C)(C)(CC)O (tert-amyl alcohol), ClC1=NC(=NC=C1)CN1CCOCC1 (4-[(4-chloropyrimidin-2-yl)methyl]morpholine), C(=O)([O-])[O-].[K+].[K+] (K2CO3). The reagents and catalysts are C=1C=CC(=CC1)/C=C/C(=O)/C=C/C2=CC=CC=C2.C=1C=CC(=CC1)/C=C/C(=O)/C=C/C2=CC=CC=C2.C=1C=CC(=CC1)/C=C/C(=O)/C=C/C2=CC=CC=C2.[Pd].[Pd] (Pd2 dba3). Reaction conditions: temperature 100 celsius, time 24 hour. Product: FC1=C(C=CC(=C1)C(C)(C)O)C1=CC(=C(S1)NC1=NC(=NC=C1)CN1CCOCC1)C(=O)N (5-[2-Fluoro-4-(1-hydroxy-1-methylethyl)phenyl]-2-{[2-(morpholin-4-ylmethyl)pyrimidin-4-yl]amino}thiophene-3-carboxamide). As a reaction SMILES: [NH2:1][C:2]1[S:3][C:4]([C:10]2[CH:15]=[CH:14][C:13]([C:16]([OH:19])([CH3:18])[CH3:17])=[CH:12][C:11]=2[F:20])=[CH:5][C:6]=1[C:7]([NH2:9])=[O:8].Cl[C:22]1[CH:27]=[CH:26][N:25]=[C:24]([CH2:28][N:29]2[CH2:34][CH2:33][O:32][CH2:31][CH2:30]2)[N:23]=1.C([O-])([O-])=O.[K+].[K+].CC(C1C=C(C(C)C)C(C2C=CC=CC=2P(C2CCCCC2)C2CCCCC2)=C(C(C)C)C=1)C.C(O)(CC)(C)C>C1C=CC(/C=C/C(/C=C/C2C=CC=CC=2)=O)=CC=1.C1C=CC(/C=C/C(/C=C/C2C=CC=CC=2)=O)=CC=1.C1C=CC(/C=C/C(/C=C/C2C=CC=CC=2)=O)=CC=1.[Pd].[Pd]>[F:20][C:11]1[CH:12]=[C:13]([C:16]([OH:19])([CH3:17])[CH3:18])[CH:14]=[CH:15][C:10]=1[C:4]1[S:3][C:2]([NH:1][C:26]2[CH:27]=[CH:22][N:23]=[C:24]([CH2:28][N:29]3[CH2:30][CH2:31][O:32][CH2:33][CH2:34]3)[N:25]=2)=[C:6]([C:7]([NH2:9])=[O:8])[CH:5]=1 |f:2.3.4,7.8.9.10.11|. Reported procedure: 2-Amino-5-[2-fluoro-4-(1-hydroxy-1-methylethyl)phenyl]thiophene-3-carboxamide (100 mg, 0.34 mmol), 4-[(4-chloropyrimidin-2-yl)methyl]morpholine (72.6 mg, 0.34 mmol), Pd2 dba3 (31.1 mg, 0.03 mmol), K2CO3 (51.6 mg, 0.37 mmol) and X-Phos (81 mg, 0.17 mmol) were combined in a 2 mL microwave vial. Degassed tert-amyl alcohol (0.7 mL) was added and the vial evacuated and back-filled with N2 (3×). The resulting mixture was stirred at 100° C. for 24 hours. The reaction mixture was cooled to room temperat... The reactants are CN(C=O)C (N,N-dimethylformamide), compound, C(C)OCC (diethyl ether), CCCCCC (n-hexane), C(CCC)[Li] (n-butyllithium), Cl (hydrochloric acid). Run in C(C)(=O)OCC (ethyl acetate), O (water). Conditions: time 1 hour. The product is C(=O)C1=CC=C2C=CN(C2=C1)C (6-formyl-1-methylindole). As a reaction SMILES: [CH3:1][CH2:2][CH2:3][CH2:4][CH2:5][CH3:6].C([Li])C[CH2:9][CH3:10].[CH3:12][N:13](C)C=O.Cl.C([O:20][CH2:21]C)C>C(OCC)(=O)C.O>[CH:21]([C:3]1[CH:2]=[C:1]2[C:6]([CH:10]=[CH:9][N:13]2[CH3:12])=[CH:5][CH:4]=1)=[O:20]. Procedure: 5.00 g of 6-bromoindole was added to 25 ml of N,N-dimethylformamide. To the mixture was added 4.37 g of iodomethane in the presence of 1.12 g of sodium hydride (purity: 60%). The resulting mixture was stirred for 1 hour at room temperature to obtain 5.67 g of 6-bromo-1-methylindole. 2.10 g of this compound was dissolved in 21 ml of diethyl ether. Into the solution was dropwise added 7.0 ml of a 1.5M n-hexane solution of n-butyllithium at -45° to -40° C. in a nitrogen atmosphere. The resulting mi...